This data is from the Open Reaction Database (ORD), a public repository of structured organic reaction records. The task is: describe an organic reaction: reactants, conditions, products, and yield Reactants: O=C([O-])[O-], [Cs+], [Cs+], Cc1nccn2cc(-c3ccc(F)cc3)nc12, CSc1nccc(I)n1, CC(=O)[O-], CC(=O)[O-], CN(C)C=O, O, [Pd+2], c1ccc(P(c2ccccc2)c2ccccc2)cc1. The product is CSc1nccc(-c2c(-c3ccc(F)cc3)nc3c(C)nccn23)n1. RXN SMILES: [C:27](=[O:28])([O-:29])[O-:30].[Cs+:31].[Cs+:32].[F:1][c:2]1[cH:3][cH:4][c:5](-[c:8]2[n:9][c:10]3[n:11]([cH:12][cH:13][n:14][c:15]3[CH3:16])[cH:17]2)[cH:6][cH:7]1.[I:18][c:19]1[n:20][c:21]([S:25][CH3:26])[n:22][cH:23][cH:24]1.[O-:54][C:55]([CH3:56])=[O:57].[O-:58][C:59]([CH3:60])=[O:61].[O:62]=[CH:63][N:64]([CH3:65])[CH3:66].[OH2:52].[Pd+2:53].[c:33]1([P:34]([c:35]2[cH:36][cH:37][cH:38][cH:39][cH:40]2)[c:41]2[cH:42][cH:43][cH:44][cH:45][cH:46]2)[cH:47][cH:48][cH:49][cH:50][cH:51]1>>[F:1][c:2]1[cH:3][cH:4][c:5](-[c:8]2[n:9][c:10]3[n:11]([cH:12][cH:13][n:14][c:15]3[CH3:16])[c:17]2-[c:19]2[n:20][c:21]([S:25][CH3:26])[n:22][cH:23][cH:24]2)[cH:6][cH:7]1. Yields the product BrC1=CC(=C(C=C1)S(=O)(=O)N[C@H](C)C1=CC=C(C=C1)C1=C(C=CC=C1)OC(F)(F)F)OC(F)(F)F ((R)-4-Bromo-2-trifluoromethoxy-N-[1-(2′-trifluoromethoxy-biphenyl-4yl)-ethyl]-benzenesulfonamide). RXN SMILES: [F:1][C:2]([F:33])([F:32])[O:3][C:4]1[CH:9]=[CH:8][CH:7]=[CH:6][C:5]=1[C:10]1[CH:15]=[CH:14][C:13]([C@H:16]([NH:18]S(C2C=C(C)OC=2C(F)(F)F)(=O)=O)[CH3:17])=[CH:12][CH:11]=1.[Br:34][C:35]1[CH:40]=[CH:39][C:38]([S:41](Cl)(=[O:43])=[O:42])=[C:37]([O:45][C:46]([F:49])([F:48])[F:47])[CH:36]=1>>[Br:34][C:35]1[CH:40]=[CH:39][C:38]([S:41]([NH:18][C@@H:16]([C:13]2[CH:12]=[CH:11][C:10]([C:5]3[CH:6]=[CH:7][CH:8]=[CH:9][C:4]=3[O:3][C:2]([F:1])([F:32])[F:33])=[CH:15][CH:14]=2)[CH3:17])(=[O:43])=[O:42])=[C:37]([O:45][C:46]([F:49])([F:48])[F:47])[CH:36]=1. The reactants are FC(OC1=C(C=CC=C1)C1=CC=C(C=C1)[C@@H](C)NS(=O)(=O)C1=C(OC(=C1)C)C(F)(F)F)(F)F ((R)-5-Methyl-2-trifluoromethyl-furan-3-sulfonic acid [1-(2′-trifluoromethoxy-biphenyl-4-yl)-ethyl]-amide), BrC1=CC(=C(C=C1)S(=O)(=O)Cl)OC(F)(F)F (4-bromo-2-trifluoromethoxybenzene sulfonyl chloride). Procedure: Prepared in a similar manner to (R)-5-methyl-2-trifluoromethyl-furan-3-sulfonic acid [1-(2′-trifluoromethoxy-biphenyl-4-yl)-ethyl]-amide (Example 3) using 4-bromo-2-trifluoromethoxybenzene sulfonyl chloride instead of 5-methyl-2-trifluoromethyl-4-furan-3-sulfonyl chloride. Title compound: 1H NMR (400 MHz, DMSO-d6): δ 8.65 (d, 1H), 7.7 (d, 1H), 7.6 (d, 1H), 7.55-7.4 (m, 5H), 7.25 (s, 4H), 4.5 (m, 1H), 1.38 (d, 3H) ppm; MS (ESI) m/z: 584.0 [M−H]−. Starting materials: CC1=NC(=NO1)C1=C(N=C(S1)N)C1=CC=CC=C1 (5-(5-methyl-[1,2,4]oxadiazol-3-yl)-4-phenyl-thiazol-2-ylamine), C(C1=CC=CC=C1)(=O)Cl (benzoyl chloride). RXN SMILES: [CH3:1][C:2]1[O:6][N:5]=[C:4]([C:7]2[S:11][C:10]([NH2:12])=[N:9][C:8]=2[C:13]2[CH:18]=[CH:17][CH:16]=[CH:15][CH:14]=2)[N:3]=1.[C:19](Cl)(=[O:26])[C:20]1[CH:25]=[CH:24][CH:23]=[CH:22][CH:21]=1>>[CH3:1][C:2]1[O:6][N:5]=[C:4]([C:7]2[S:11][C:10]([NH:12][C:19](=[O:26])[C:20]3[CH:25]=[CH:24][CH:23]=[CH:22][CH:21]=3)=[N:9][C:8]=2[C:13]2[CH:14]=[CH:15][CH:16]=[CH:17][CH:18]=2)[N:3]=1. Procedure: Prepared from 5-(5-methyl-[1,2,4]oxadiazol-3-yl)-4-phenyl-thiazol-2-ylamine and benzoyl chloride. Yields the product CC1=NC(=NO1)C1=C(N=C(S1)NC(C1=CC=CC=C1)=O)C1=CC=CC=C1 (N-[5-(5-Methyl-[1,2,4]oxadiazol-3-yl)-4-phenyl-thiazol-2-yl]-benzamide). Starting materials: ON1C(C(CC1=O)C1=CC=CC=C1)=O (N-hydroxy-2-phenylsuccinimide), C=CC1=CC=C(C=C1)S(=O)(=O)Cl (p-styrenesulfonyl chloride). Solvent: CC(=O)C (acetone). The product is ON1C(C(CC1=O)C1=CC=CC=C1)=O.C=CC1=CC=C(C=C1)S(=O)(=O)[O-] (N-hydroxy-2-phenylsuccinimide p-styrenesulfonate). Isolated yield 115.6%. As a reaction SMILES: [OH:1][N:2]1[C:6](=[O:7])[CH2:5][CH:4]([C:8]2[CH:13]=[CH:12][CH:11]=[CH:10][CH:9]=2)[C:3]1=[O:14].[CH2:15]=[CH:16][C:17]1[CH:22]=[CH:21][C:20]([S:23](Cl)(=[O:25])=[O:24])=[CH:19][CH:18]=1>CC(C)=O>[OH:1][N:2]1[C:6](=[O:7])[CH2:5][CH:4]([C:8]2[CH:9]=[CH:10][CH:11]=[CH:12][CH:13]=2)[C:3]1=[O:14].[CH2:15]=[CH:16][C:17]1[CH:22]=[CH:21][C:20]([S:23]([O-:25])(=[O:1])=[O:24])=[CH:19][CH:18]=1 |f:3.4|. Procedure details: 50 ml of acetone was added to 3.8 g of N-hydroxy-2-phenylsuccinimide and 4.1 g of p-styrenesulfonyl chloride and then the same procedure as that of Preparation Example 1 was repeated to obtain 4.3 g of N-hydroxy-2-phenylsuccinimide-p-styrenesulfonate. Starting materials: OC(CCCCCC)C1C(CCC1)=O (2-(1-hydroxyheptyl)cyclopentanone), C(C(=O)O)(=O)O (oxalic acid). Solvent: C1(=CC=CC=C1)C (toluene). Product: C(CCCCCC)=C1C(CCC1)=O (2-heptylidenecyclopentanone). The yield is 86.4%. RXN SMILES: O[CH:2]([CH:9]1[CH2:13][CH2:12][CH2:11][C:10]1=[O:14])[CH2:3][CH2:4][CH2:5][CH2:6][CH2:7][CH3:8].C(O)(=O)C(O)=O>C1(C)C=CC=CC=1>[CH:2](=[C:9]1[CH2:13][CH2:12][CH2:11][C:10]1=[O:14])[CH2:3][CH2:4][CH2:5][CH2:6][CH2:7][CH3:8]. Procedure: In a 300 ml four-neck flask fitted with a thermometer, a reflux condenser and a stirrer were placed 2-(1-hydroxyheptyl)cyclopentanone (70 g) synthesized in Reference Example 3, oxalic acid (0.7 g) and toluene (140 ml), and the whole was refluxed to allow dehydration to proceed. The formed water was removed and the reaction was continued until water was not formed any more (about 2.5 hours). The reaction mixture was washed with water and the layers were separated from each other. Further, the res... Starting materials: CCOC(=O)C(C)(C)CCCCCCCBr, CC(C)C[AlH]CC(C)C, CCOCC. The product is CC(C)(CO)CCCCCCCBr. As a reaction SMILES: [Br:1][CH2:2][CH2:3][CH2:4][CH2:5][CH2:6][CH2:7][CH2:8][C:9]([C:10](=[O:11])[O:12][CH2:13][CH3:14])([CH3:15])[CH3:16].[CH3:17][CH:18]([CH2:19][AlH:20][CH2:21][CH:22]([CH3:23])[CH3:24])[CH3:25].[CH3:26][CH2:27][O:28][CH2:29][CH3:30]>>[Br:1][CH2:2][CH2:3][CH2:4][CH2:5][CH2:6][CH2:7][CH2:8][C:9]([CH2:10][OH:11])([CH3:15])[CH3:16]. Starting materials: CON=C1CCOc2ccc(C)cc21, CON=C1CCOc2cc(C)c(Cl)cc21. Yields the product Cc1cc2c(cc1Cl)C(N)CCO2. RXN SMILES: [CH3:16][O:17][N:18]=[C:19]1[c:20]2[c:21]([cH:22][cH:23][c:24]([CH3:25])[cH:26]2)[O:27][CH2:28][CH2:29]1.[CH3:1][O:2][N:3]=[C:4]1[CH2:5][CH2:6][O:7][c:8]2[cH:9][c:10]([CH3:15])[c:11]([Cl:14])[cH:12][c:13]21>>[NH2:3][CH:4]1[CH2:5][CH2:6][O:7][c:8]2[cH:9][c:10]([CH3:15])[c:11]([Cl:14])[cH:12][c:13]21. Yield: 5.8%. As a reaction SMILES: [CH3:1][O:2][C:3]1[CH:4]=[C:5]([NH:15][C:16]([NH2:18])=[S:17])[CH:6]=[CH:7][C:8]=1[N:9]1[CH:13]=[C:12]([CH3:14])[N:11]=[CH:10]1.Br.BrC1[C:26](=O)[CH:25]([C:28]2[CH:33]=[CH:32][CH:31]=[CH:30][C:29]=2[Cl:34])[CH2:24][CH2:23][CH2:22]1.C([N:38]([CH2:42][CH3:43])C(C)C)(C)C>C(O)C>[CH2:42]([N:38]1[CH2:26][CH:25]([C:28]2[CH:33]=[CH:32][CH:31]=[CH:30][C:29]=2[Cl:34])[C:24]2[N:18]=[C:16]([NH:15][C:5]3[CH:6]=[CH:7][C:8]([N:9]4[CH:13]=[C:12]([CH3:14])[N:11]=[CH:10]4)=[C:3]([O:2][CH3:1])[CH:4]=3)[S:17][C:23]=2[CH2:22]1)[C:43]1[CH:5]=[CH:4][CH:3]=[CH:8][CH:7]=1 |f:1.2|. The reactants are COC=1C=C(C=CC1N1C=NC(=C1)C)NC(=S)N ([3-methoxy-4-(4-methyl-imidazol-1-yl)-phenyl]-thiourea), Br.BrC1CCCC(C1=O)C1=C(C=CC=C1)Cl (6-bromo-2-(2-chloro-phenyl)-cyclohexanone hydrobromide), C(C)(C)N(C(C)C)CC (N,N-diisopropyl ethyl amine). Product: C(C1=CC=CC=C1)N1CC2=C(C(C1)C1=C(C=CC=C1)Cl)N=C(S2)NC2=CC(=C(C=C2)N2C=NC(=C2)C)OC ([5-Benzyl-7-(2-chloro-phenyl)-4,5,6,7-tetrahydro-thiazolo[5,4-c]pyridin-2-yl]-[3-methoxy-4-(4-methyl-imidazol-1-yl)-phenyl]-amine). Solvent: C(C)O (ethanol). Reported procedure: A suspension of [3-methoxy-4-(4-methyl-imidazol-1-yl)-phenyl]-thiourea (100 mg, 0.38 mmol) and of crude 6-bromo-2-(2-chloro-phenyl)-cyclohexanone hydrobromide (163 mg, 0.36 mmol) in ethanol (5 mL) was heated to reflux under an atmosphere of nitrogen for 2 days. N,N-diisopropyl ethyl amine (49 mg, 0.38 mmol) was added and the reaction was heated to reflux over night. After cooling to room temperature the solvent was evaporated under reduced pressure and the residue was treated with dichloromethan...